Dataset: the Open Reaction Database (ORD), a public repository of structured organic reaction records. Task: describe an organic reaction: reactants, conditions, products, and yield Reactants: aqueous solution, [OH-].[Na+] (sodium hydroxide), C(C1=CC=CC=C1)OC1=C(C(=O)NC2=C(C(=O)OC3CCN(CC3)C(=O)OC(C)(C)C)C=CC(=C2)C2=CC=CC=C2)C=C(C=C1)OC1CCN(CC1)C(=O)OC(C)(C)C (tert-butyl 4-(2-(2-(benzyloxy)-5-((1-(tert-butoxycarbonyl)piperidin-4-yl)oxy)benzamido)-4-phenylbenzoyloxy)piperidine-1-carboxylate), aqueous solution, [OH-].[Na+] (sodium hydroxide). Solvent: CO (methanol), O1CCOCC1 (dioxane). Reaction conditions: time 1 hour. Yields the product C(C)(C)(C)OC(=O)N1CCC(CC1)OC=1C=CC(=C(C(=O)NC2=C(C(=O)O)C=CC(=C2)C2=CC=CC=C2)C1)O (2-(5-((1-(tert-butoxycarbonyl)piperidin-4-yl)oxy)-2-hydroxybenzamido)-4-phenylbenzoic acid). Isolated yield 50.4%. As a reaction SMILES: [OH-].[Na+].C([O:10][C:11]1[CH:47]=[CH:46][C:45]([O:48][CH:49]2[CH2:54][CH2:53][N:52]([C:55]([O:57][C:58]([CH3:61])([CH3:60])[CH3:59])=[O:56])[CH2:51][CH2:50]2)=[CH:44][C:12]=1[C:13]([NH:15][C:16]1[CH:37]=[C:36]([C:38]2[CH:43]=[CH:42][CH:41]=[CH:40][CH:39]=2)[CH:35]=[CH:34][C:17]=1[C:18]([O:20]C1CCN(C(OC(C)(C)C)=O)CC1)=[O:19])=[O:14])C1C=CC=CC=1>CO.O1CCOCC1>[C:58]([O:57][C:55]([N:52]1[CH2:53][CH2:54][CH:49]([O:48][C:45]2[CH:46]=[CH:47][C:11]([OH:10])=[C:12]([CH:44]=2)[C:13]([NH:15][C:16]2[CH:37]=[C:36]([C:38]3[CH:39]=[CH:40][CH:41]=[CH:42][CH:43]=3)[CH:35]=[CH:34][C:17]=2[C:18]([OH:20])=[O:19])=[O:14])[CH2:50][CH2:51]1)=[O:56])([CH3:61])([CH3:59])[CH3:60] |f:0.1|. Reported procedure: A 2 mol/L aqueous solution of sodium hydroxide (0.13 mL) was added to a solution mixture of the obtained tert-butyl 4-(2-(2-(benzyloxy)-5-((1-(tert-butoxycarbonyl)piperidin-4-yl)oxy)benzamido)-4-phenylbenzoyloxy)piperidine-1-carboxylate (0.072 g) in methanol (1 mL) and dioxane (1 mL), followed by stirring at room temperature for 1 hour. A 2 mol/L aqueous solution of sodium hydroxide (0.089 mL) was added to the reaction mixture, followed by heating to reflux for 20 minutes. After cooling the reac... Starting materials: CO, C1=CCCC=C1, CNS(=O)(=O)c1ccc(CN=[N+]=[N-])cc1, [OH-], [OH-], [Pd+2]. Yields the product CNS(=O)(=O)c1ccc(CN)cc1. RXN SMILES: [CH3:22][OH:23].[CH:16]1=[CH:21][CH:20]=[CH:19][CH2:18][CH2:17]1.[N:1](=[N+:2]=[N-:3])[CH2:4][c:5]1[cH:6][cH:7][c:8]([S:11](=[O:12])(=[O:13])[NH:14][CH3:15])[cH:9][cH:10]1.[OH-:24].[OH-:26].[Pd+2:25]>>[NH2:1][CH2:4][c:5]1[cH:6][cH:7][c:8]([S:11](=[O:12])(=[O:13])[NH:14][CH3:15])[cH:9][cH:10]1. Procedure: A stirred mixture of 37.1 g. (0.2 mole) of methyl 2-chloro-6-methyl-nicotinate, 11.8 g. (0.02 mole) of propylamine and 21.2 g. (0.02 mole) of sodium carbonate in 200 ml. of ethanol was heated under reflux for 5 hours. The mixture was filtered and the filtrate was evaporated in a rotary evaporator. The residue was triturated with 200 ml. of water and was extracted with 100 ml. of diethyl ether. The ether layer was dried over magnesium sulfate, filtered and was evaporated to give 31 g. of an oil. ... As a reaction SMILES: [Cl:1][C:2]1[N:11]=[C:10]([CH3:12])[CH:9]=[CH:8][C:3]=1[C:4]([O:6][CH3:7])=[O:5].[CH2:13]([NH2:16])[CH2:14][CH3:15].C(=O)([O-])[O-].[Na+].[Na+].Cl>C(OCC)C.C(O)C>[ClH:1].[CH3:7][O:6][C:4](=[O:5])[C:3]1[CH:8]=[CH:9][C:10]([CH3:12])=[N:11][C:2]=1[NH:16][CH2:13][CH2:14][CH3:15] |f:2.3.4,8.9|. Product: Cl.COC(C1=C(N=C(C=C1)C)NCCC)=O (6-methyl-2-propylaminonicotinic acid methyl ester, hydrochloride). Starting materials: ClC1=C(C(=O)OC)C=CC(=N1)C (methyl 2-chloro-6-methyl-nicotinate), Cl (hydrochloric acid), C(CC)N (propylamine), C([O-])([O-])=O.[Na+].[Na+] (sodium carbonate). Solvent: C(C)OCC (diethyl ether), C(C)O (ethanol). Reported procedure: SOCl2 (2.3 mL, 32 mmol) was added dropwise to a stirred solution of (3,5-dichloropyridin-4-yl)-methanol (2.83 g, 15.9 mmol) in DCM (20 mL) over 10 min. After stirring for 35 min at room temperature, saturated aqueous Na2CO3 solution (40 mL) and DCM (60 mL) was added to the reaction mixture. The organic layer was dried over Na2SO4, filtered, and concentrated in vacuo. The residue was purified by flash chromatography on silica gel (elution with EA/hexane 1:4) to give the title compound. MS (m/z): ... Run in C(Cl)Cl (DCM), C(Cl)Cl (DCM). RXN SMILES: O=S(Cl)[Cl:3].[Cl:5][C:6]1[CH:7]=[N:8][CH:9]=[C:10]([Cl:14])[C:11]=1[CH2:12]O.C([O-])([O-])=O.[Na+].[Na+]>C(Cl)Cl>[Cl:5][C:6]1[CH:7]=[N:8][CH:9]=[C:10]([Cl:14])[C:11]=1[CH2:12][Cl:3] |f:2.3.4|. Reactants: O=S(Cl)Cl (SOCl2), ClC=1C=NC=C(C1CO)Cl ((3,5-dichloropyridin-4-yl)-methanol), C(=O)([O-])[O-].[Na+].[Na+] (Na2CO3). Reaction conditions: time 35 minute. The product is ClC=1C=NC=C(C1CCl)Cl (3,5-Dichloro-4-chloromethyl-pyridine). Reactants: FC1=CC=C(CN2N=CN(C2=O)C=2SC(=C(N2)C)C(=O)O)C=C1 (2-(1-(4-fluorobenzyl)-5-oxo-1H-1,2,4-triazol-4(5H)-yl)-4-methylthiazole-5-carboxylic acid), C1(CC1)CN1N=CN(C1=O)C=1SC(=C(N1)C)C(=O)O (2-(1-(cyclopropylmethyl)-5-oxo-1H-1,2,4-triazol-4(5H)-yl)-4-methylthiazole-5-carboxylic acid). The product is C1(CC1)CN1N=CN(C1=O)C=1SC(=C(N1)C)C(=O)N (2-[1-(cyclopropylmethyl)-5-oxo-1H-1,2,4-triazol-4(5H)-yl]-4-methylthiazole-5-carboxamide). Yield: 43.0%. RXN SMILES: FC1[CH:23]=[CH:22][C:5]([CH2:6][N:7]2[C:11](=[O:12])[N:10]([C:13]3[S:14][C:15]([C:19]([OH:21])=O)=[C:16]([CH3:18])[N:17]=3)[CH:9]=[N:8]2)=CC=1.C1(C[N:28]2C(=O)N(C3SC(C(O)=O)=C(C)N=3)C=N2)CC1>>[CH:5]1([CH2:6][N:7]2[C:11](=[O:12])[N:10]([C:13]3[S:14][C:15]([C:19]([NH2:28])=[O:21])=[C:16]([CH3:18])[N:17]=3)[CH:9]=[N:8]2)[CH2:22][CH2:23]1. Reported procedure: Following the procedure as described in Example 1, making variations as required to replace 2-(1-(4-fluorobenzyl)-5-oxo-1H-1,2,4-triazol-4(5H)-yl)-4-methylthiazole-5-carboxylic acid with 2-(1-(cyclopropylmethyl)-5-oxo-1H-1,2,4-triazol-4(5H)-yl)-4-methylthiazole-5-carboxylic acid, the title compound was obtained as an off-white solid in 43% yield: mp 180-181° C. (ethanol/water); 1H NMR (300 MHz, DMSO-d6) δ 8.73 (s, 1H), 7.63 (br, 2H), 3.66 (d, J=7.0 Hz, 2H), 2.55 (s, 3H), 1.21-1.11 (m, 1H), 0.54-... Reactants: C(C)OC(C(=CC)N1CCN(CC1)C1=CC(=CC=C1)C(F)(F)F)=O (4-(3-trifluoromethylphenyl)piperazin-1-ylbut-2-enoic acid ethyl ester). The reagents and catalysts are [Ni] (Raney nickel). The solvent is C(C)O (ethanol). Yields the product C(C)OC(C(CC)N1CCN(CC1)C1=CC(=CC=C1)C(F)(F)F)=O (4-(3-trifluoromethylphenyl)piperazin-1-ylbutanoic acid ethyl ester). Isolated yield 134.0%. Reaction SMILES: [CH2:1]([O:3][C:4](=[O:24])[C:5]([N:8]1[CH2:13][CH2:12][N:11]([C:14]2[CH:19]=[CH:18][CH:17]=[C:16]([C:20]([F:23])([F:22])[F:21])[CH:15]=2)[CH2:10][CH2:9]1)=[CH:6][CH3:7])[CH3:2]>C(O)C.[Ni]>[CH2:1]([O:3][C:4](=[O:24])[CH:5]([N:8]1[CH2:13][CH2:12][N:11]([C:14]2[CH:19]=[CH:18][CH:17]=[C:16]([C:20]([F:22])([F:21])[F:23])[CH:15]=2)[CH2:10][CH2:9]1)[CH2:6][CH3:7])[CH3:2]. Procedure details: 23 g of this ester dissolved in 200 ml of ethanol are hydrogenated under 60 lbs of pressure in the presence of Raney nickel. The theoretical quantity of hydrogen is absorbed in 3 hours. After filtration of the catalyst, the filtrate is concentrated in vacuo and the residue is distilled. In this manner 31 g of 4-(3-trifluoromethylphenyl)piperazin-1-ylbutanoic acid ethyl ester are obtained, b.p.0.3 mm Hg =146°-147° C. Starting materials: ice water, [H-].[Al+3].[Li+].[H-].[H-].[H-] (lithium aluminum hydride), COC=1C=C(CNC=2C3=CC=CC=C3N=C3CCCC(C23)=O)C=CC1 (3,4-Dihydro-9-(3-methoxybenzylamino)acridin-1(2H)-one). Solvent: C1CCOC1 (THF). Conditions: time 30 minute. Product: COC=1C=C(CNC=2C3=CC=CC=C3N=C3CCCC(C23)O)C=CC1 (9-(3-Methoxybenzylamino)-1,2,3,4-tetrahydroacridin-1-ol). RXN SMILES: [CH3:1][O:2][C:3]1[CH:4]=[C:5]([CH:23]=[CH:24][CH:25]=1)[CH2:6][NH:7][C:8]1[C:9]2[C:14]([N:15]=[C:16]3[C:21]=1[C:20](=[O:22])[CH2:19][CH2:18][CH2:17]3)=[CH:13][CH:12]=[CH:11][CH:10]=2.[H-].[Al+3].[Li+].[H-].[H-].[H-]>C1COCC1>[CH3:1][O:2][C:3]1[CH:4]=[C:5]([CH:23]=[CH:24][CH:25]=1)[CH2:6][NH:7][C:8]1[C:9]2[C:14]([N:15]=[C:16]3[C:21]=1[CH:20]([OH:22])[CH2:19][CH2:18][CH2:17]3)=[CH:13][CH:12]=[CH:11][CH:10]=2 |f:1.2.3.4.5.6|. Procedure details: 3,4-Dihydro-9-(3-methoxybenzylamino)acridin-1(2H)-one (4.0 g) was dissolved in 75 ml of dry THF, the solution was chilled with ice-water, and 1M lithium aluminum hydride (6.5 ml) was added dropwise through a syringe. After 30 minutes TLC showed that the reaction was complete, so the reaction was quenched by the successive addition of 0.4 ml of water, 0.4 ml of 15% sodium hydroxide, and 1.2 ml of water. The inorganic salts were filtered off and the organic phase was evaporated to an oil. Triturat... Reactants: ClC1=CC=C(C=C1)C1=NC2=C(N1C(CO)C1CCCCC1)C=C(C(=C2)F)F (2-[2-(4-chloro-phenyl)-5,6-difluoro-benzoimidazol-1-yl]-2-cyclohexyl-ethanol), FC=1C=C(C#N)C=CC1O (3-fluoro-4-hydroxybenzonitrile), N(=NC(=O)OC(C)(C)C)C(=O)OC(C)(C)C (di-tert-butyl azodicarboxylate). The product is ClC1=CC=C(C=C1)C1=NC2=C(N1C(COC1=C(C=C(C#N)C=C1)F)C1CCCCC1)C=C(C(=C2)F)F (4-{2-[2-(4-Chloro-phenyl)-5,6-difluoro-benzoimidazol-1-yl]-2-cyclohexyl-ethoxy}-3-fluoro-benzonitrile). Yield: 89.0%. RXN SMILES: [Cl:1][C:2]1[CH:7]=[CH:6][C:5]([C:8]2[N:12]([CH:13]([CH:16]3[CH2:21][CH2:20][CH2:19][CH2:18][CH2:17]3)[CH2:14][OH:15])[C:11]3[CH:22]=[C:23]([F:27])[C:24]([F:26])=[CH:25][C:10]=3[N:9]=2)=[CH:4][CH:3]=1.[F:28][C:29]1[CH:30]=[C:31]([CH:34]=[CH:35][C:36]=1O)[C:32]#[N:33].N(C(OC(C)(C)C)=O)=NC(OC(C)(C)C)=O>>[Cl:1][C:2]1[CH:7]=[CH:6][C:5]([C:8]2[N:12]([CH:13]([CH:16]3[CH2:17][CH2:18][CH2:19][CH2:20][CH2:21]3)[CH2:14][O:15][C:36]3[CH:35]=[CH:34][C:31]([C:32]#[N:33])=[CH:30][C:29]=3[F:28])[C:11]3[CH:22]=[C:23]([F:27])[C:24]([F:26])=[CH:25][C:10]=3[N:9]=2)=[CH:4][CH:3]=1. Procedure details: The title compound was prepared in analogy to Example 4, intermediate, from 2-[2-(4-chloro-phenyl)-5,6-difluoro-benzoimidazol-1-yl]-2-cyclohexyl-ethanol (Ex. 1, int. c) and 3-fluoro-4-hydroxybenzonitrile (commercially available) and replacing di-ethyl azodicarboxylate by di-tert-butyl azodicarboxylate. The resulting solid was purified by silica gel chromatography using a MPLC system (CombiFlash Companion, Isco Inc.) eluting with a gradient of n-heptane and ethyl acetate (100:0 to 50:50) to give ... The reactants are C1(CC1)N1C=C(C(C2=CC(=C(C(=C12)F)F)F)=O)C(=O)O (1-cyclopropyl-6,7,8-trifluoro-1,4-dihydro-4-oxoquinoline-3-carboxylic acid), N1CCOCC1 (morpholine), N12NCC(CC1)CC2 (diazabicyclo [2.2.2]octane). Run in CS(=O)C (dimethyl sulphoxide). Conditions: temperature 140 celsius. Product: C1(CC1)N1C=C(C(C2=CC(=C(C(=C12)F)N1CCOCC1)F)=O)C(=O)O (1-cyclopropyl-6,8-difluoro-7-(morpholin-4-yl)-1,4-dihydro-4-oxoquinoline-3-carboxylic acid). The yield is 68.5%. RXN SMILES: [CH:1]1([N:4]2[C:13]3[C:8](=[CH:9][C:10]([F:16])=[C:11](F)[C:12]=3[F:14])[C:7](=[O:17])[C:6]([C:18]([OH:20])=[O:19])=[CH:5]2)[CH2:3][CH2:2]1.[NH:21]1[CH2:26][CH2:25][O:24][CH2:23][CH2:22]1.N12CCC(CC1)CN2>CS(C)=O>[CH:1]1([N:4]2[C:13]3[C:8](=[CH:9][C:10]([F:16])=[C:11]([N:21]4[CH2:26][CH2:25][O:24][CH2:23][CH2:22]4)[C:12]=3[F:14])[C:7](=[O:17])[C:6]([C:18]([OH:20])=[O:19])=[CH:5]2)[CH2:2][CH2:3]1. Procedure details: A mixture of 2.83 g (0.01 mol) of 1-cyclopropyl-6,7,8-trifluoro-1,4-dihydro-4-oxoquinoline-3-carboxylic acid, 0.9 g (0.01 mol) of morpholine and 2.3 g of diazabicyclo [2.2.2]octane (0.02 mol) in 35 ml of dimethyl sulphoxide is heated to 140° C. for 5 hours. The solvent is distilled off in vacuo, 50 ml of water are added to the residue, the mixture is acidified with semiconcentrated hydrochloric acid, and, when the mixture is cold, the product is filtered off under suction, washed with water, dri... The reactants are CC(C)(C)C=1C=C(C=C(C1O)C(C)(C)C)SC(C)(C)SC2=CC(=C(C(=C2)C(C)(C)C)O)C(C)(C)C (probucol), C(C)OC1O[C@@H]([C@H](O1)CO)CO (2-ethoxy-1,3-dioxolane-4(R),5(R)-dimethanol). The product is C(C)(C)(C)C1=C(OC[C@H]([C@@H](CO)O)O)C(=CC(=C1)S(SC1=CC(=C(C(=C1)C(C)(C)C)O)C(C)(C)C)C(C)C)C(C)(C)C (4-{2,6-Di-tert-butyl-4-[1-(3,5-di-tert-butyl-4-hydroxyphenylsulfanyl)-1-methylethylsulfanyl]-phenoxy}butane-1,2(R),3(R)-triol). Reaction SMILES: CC(C1C=C(S[C:17]([S:20][C:21]2[CH:26]=[C:25]([C:27]([CH3:30])([CH3:29])[CH3:28])[C:24]([OH:31])=[C:23]([C:32]([CH3:35])([CH3:34])[CH3:33])[CH:22]=2)([CH3:19])[CH3:18])C=C(C(C)(C)C)C=1O)(C)C.C(OC1[O:43][C@H:42]([CH2:44][OH:45])[C@@H:41]([CH2:46]O)[O:40]1)C>>[C:32]([C:23]1[CH:22]=[C:21]([SH:20]([CH:17]([CH3:18])[CH3:19])[S:20][C:21]2[CH:22]=[C:23]([C:32]([CH3:33])([CH3:34])[CH3:35])[C:24]([OH:31])=[C:25]([C:27]([CH3:30])([CH3:29])[CH3:28])[CH:26]=2)[CH:26]=[C:25]([C:27]([CH3:30])([CH3:28])[CH3:29])[C:24]=1[O:31][CH2:46][C@@H:41]([OH:40])[C@H:42]([OH:43])[CH2:44][OH:45])([CH3:33])([CH3:35])[CH3:34]. Procedure details: The title compound was prepared using the same procedure as described in Ex-1 starting from probucol and 2-ethoxy-1,3-dioxolane-4(R),5(R)-dimethanol. White solid, mp 69–71° C. 1H-NMR (CDCl3) δ 7.56 (s, 2H, Ph-H), 7.45 (s, 2H, Ph-H), 5.38 (s, 1H, PhOH), 4.2{tilde over (5)}4.32 (m, 1H, PhOCH2CH), 3.96 (dd, J=9, 10, 1H, CH—O—), 3.7{tilde over (2)}3.86 (m, 4H, , CH—O—), 3.0{tilde over (0)}3.40 (m, 3H, OH), 1.46 (s, 6H, S,S′-isopropylidene), 1.45 (s, 18H, tert-butyls), 1.43 (s, 18H, tert-butyls). MS ...